This data is from the Open Reaction Database (ORD), a public repository of structured organic reaction records. The task is: describe an organic reaction: reactants, conditions, products, and yield The reactants are stannous chloride dihydrate, CC1=CC=CC(=C1C=O)[N+](=O)[O-] (6-methyl-2-nitrobenzaldehyde). Solvent: Cl (hydrochloric acid), O (water). Product: CC1=CC=CC=2C1=CON2 (4-Methyl-2,1-benzisoxazole). Isolated yield 92.6%. As a reaction SMILES: [CH3:1][C:2]1[C:7]([CH:8]=O)=[C:6]([N+:10]([O-:12])=O)[CH:5]=[CH:4][CH:3]=1>Cl.O>[CH3:1][C:2]1[C:7]2=[CH:8][O:12][N:10]=[C:6]2[CH:5]=[CH:4][CH:3]=1. Procedure details: To a solution of 49.64 g (220 mmoles) stannous chloride dihydrate in 132 ml concentrated hydrochloric acid cooled to 15° was added 9.08 g (55.0 mmoles) of 6-methyl-2-nitrobenzaldehyde with rapid stirring. After 2 hours the mixture was diluted with 250 ml water and extracted with 3×150 ml ether. The extract was washed successively with dilute sodium bicarbonate solution, water, and brine, dried, and concentrated to give 6.78 g oil. The oil was flash chromatographed, eluting with chloroform to giv... Reactants: BrC=1C=C2C(=CN(C(C2=CC1)=O)CC1=CC=C(C=C1)S(=O)(=O)C)C=O (6-Bromo-2-(4-(methylsulfonyl)benzyl)-1-oxo-1,2-dihydroisoquinoline-4-carbaldehyde), C1(CC1)NC(C1=CC(=C(C(=C1)B1OC(C(O1)(C)C)(C)C)C)F)=O (N-cyclopropyl-3-fluoro-4-methyl-5-(4,4,5,5-tetramethyl-1,3,2-dioxaborolan-2-yl)benzamide). Product: C1(CC1)NC(C1=CC(=C(C(=C1)C=1C=C2C(=CN(C(C2=CC1)=O)CC1=CC=C(C=C1)S(=O)(=O)C)C=O)C)F)=O (N-Cyclopropyl-3-fluoro-5-(4-formyl-2-(4-(methylsulfonyl)benzyl)-1-oxo-1,2-dihydroisoquinolin-6-yl)-4-methylbenzamide). RXN SMILES: Br[C:2]1[CH:3]=[C:4]2[C:9](=[CH:10][CH:11]=1)[C:8](=[O:12])[N:7]([CH2:13][C:14]1[CH:19]=[CH:18][C:17]([S:20]([CH3:23])(=[O:22])=[O:21])=[CH:16][CH:15]=1)[CH:6]=[C:5]2[CH:24]=[O:25].[CH:26]1([NH:29][C:30](=[O:48])[C:31]2[CH:36]=[C:35](B3OC(C)(C)C(C)(C)O3)[C:34]([CH3:46])=[C:33]([F:47])[CH:32]=2)[CH2:28][CH2:27]1>>[CH:26]1([NH:29][C:30](=[O:48])[C:31]2[CH:36]=[C:35]([C:2]3[CH:3]=[C:4]4[C:9](=[CH:10][CH:11]=3)[C:8](=[O:12])[N:7]([CH2:13][C:14]3[CH:19]=[CH:18][C:17]([S:20]([CH3:23])(=[O:21])=[O:22])=[CH:16][CH:15]=3)[CH:6]=[C:5]4[CH:24]=[O:25])[C:34]([CH3:46])=[C:33]([F:47])[CH:32]=2)[CH2:27][CH2:28]1. Procedure: The sub-title compound was prepared by the method of Example 60 step iii) using product of Example 103 step ii) and N-cyclopropyl-3-fluoro-4-methyl-5-(4,4,5,5-tetramethyl-1,3,2-dioxaborolan-2-yl)benzamide. Starting materials: BrCCOC1=CC=C(C2=C1C=CO2)CC(=O)N (2-[4-(2-Bromoethoxy)benzofur-7-yl]acetamide), C(C)NCC (diethyl amine). The solvent is C(C)(=O)OCC (ethyl acetate). Yields the product C(C)N(CCOC1=CC=C(C2=C1C=CO2)CC(=O)N)CC (2-[4-(2-Diethylaminoethoxy)benzofur-7-yl]acetamide). The yield is 99.0%. As a reaction SMILES: Br[CH2:2][CH2:3][O:4][C:5]1[C:10]2[CH:11]=[CH:12][O:13][C:9]=2[C:8]([CH2:14][C:15]([NH2:17])=[O:16])=[CH:7][CH:6]=1.[CH2:18]([NH:20][CH2:21][CH3:22])[CH3:19]>C(OCC)(=O)C>[CH2:18]([N:20]([CH2:21][CH3:22])[CH2:2][CH2:3][O:4][C:5]1[C:10]2[CH:11]=[CH:12][O:13][C:9]=2[C:8]([CH2:14][C:15]([NH2:17])=[O:16])=[CH:7][CH:6]=1)[CH3:19]. Reported procedure: Combine 2-[4-(2-Bromoethoxy)benzofur-7-yl]acetamide (0.102 g, 0.342 mmol) with neat diethyl amine (3 ml, excess), and heat at 55° C. for 18 hours. Dilute the mixture with ethyl acetate and wash with water and brine. Dry over sodium sulfate, filter, and concentrate to give 0.098 g (99%) of the title compound as a brown solid. Mass spectrum: electrospray (m/z) 264 (M++1). Starting materials: ClC1=CC=C(C=C1)SC1=C(N=C(N1C)C1=NC=CC=C1)C1=CC=C(C=C1)C=1N=NNN1 (2-{5-[(4-Chlorophenyl)thio]-1-methyl-4-[4-(2H-tetrazol-5-yl)phenyl]-1H-imidazol-2-yl}pyridine), C(=O)([O-])[O-].[K+].[K+] (K2CO3), CI (MeI). The solvent is CO.CC#N (MeOH MeCN), CN(C)C=O (DMF). Run at time 30 minute. The product is ClC1=CC=C(C=C1)SC1=C(N=C(N1C)C1=NC=CC=C1)C1=CC=C(C=C1)C=1N=NN(N1)C (2-{5-[(4-Chlorophenyl)thio]-1-methyl-4-[4-(2-methyl-2H-tetrazol-5-yl)phenyl]-1H-imidazol-2-yl}pyridine). As a reaction SMILES: [Cl:1][C:2]1[CH:7]=[CH:6][C:5]([S:8][C:9]2[N:13]([CH3:14])[C:12]([C:15]3[CH:20]=[CH:19][CH:18]=[CH:17][N:16]=3)=[N:11][C:10]=2[C:21]2[CH:26]=[CH:25][C:24]([C:27]3[N:28]=[N:29][NH:30][N:31]=3)=[CH:23][CH:22]=2)=[CH:4][CH:3]=1.[C:32]([O-])([O-])=O.[K+].[K+].CI>CN(C=O)C.CO.CC#N>[Cl:1][C:2]1[CH:3]=[CH:4][C:5]([S:8][C:9]2[N:13]([CH3:14])[C:12]([C:15]3[CH:20]=[CH:19][CH:18]=[CH:17][N:16]=3)=[N:11][C:10]=2[C:21]2[CH:26]=[CH:25][C:24]([C:27]3[N:28]=[N:29][N:30]([CH3:32])[N:31]=3)=[CH:23][CH:22]=2)=[CH:6][CH:7]=1 |f:1.2.3,6.7|. Procedure: To the product of Step 1 in 1.5 mL of DMF was added K2CO3 (85 mg, 0.61 mmol). After stirring at rt for 30 min, MeI (0.05 mL, 0.82 mmol) was added and stirring continued for 1.5 h. The reaction mixture was diluted with MeOH/MeCN, and the precipitate was collected by filtration to give the title compound. 1H NMR (500 MHz, (CDCl3): 8.44 (d, 1H), 8.39 (d, 1H), 8.27 (d, 2H), 8.19 (d, 2H), 7.88 (t, 1H), 7.36 (dd, 1H), 7.26 (d, 2H), 7.07 (d, 2H), 4.42 (s, 3H), 4.15 (s, 3H). LCMS: m/z 460 (M+H)+. As a reaction SMILES: [C:1]([CH3:2])(=[O:3])[c:4]1[cH:5][cH:6][c:7]2[n:8]1-[c:9]1[c:10]([cH:25][cH:26][cH:27][cH:28]1)[O:11][C:12]21[CH2:13][CH2:14][N:15]([C:18]([O:19][C:20]([CH3:21])([CH3:22])[CH3:23])=[O:24])[CH2:16][CH2:17]1.[Cl:36][CH2:37][Cl:38].[ClH:29].[O:30]1[CH2:31][CH2:32][O:33][CH2:34][CH2:35]1>>[C:1]([CH3:2])(=[O:3])[c:4]1[cH:5][cH:6][c:7]2[n:8]1-[c:9]1[c:10]([cH:25][cH:26][cH:27][cH:28]1)[O:11][C:12]21[CH2:13][CH2:14][NH:15][CH2:16][CH2:17]1.[ClH:29]. Reactants: CC(=O)c1ccc2n1-c1ccccc1OC21CCN(C(=O)OC(C)(C)C)CC1, ClCCl, Cl, C1COCCO1. Product: CC(=O)c1ccc2n1-c1ccccc1OC21CCNCC1, Cl. Starting materials: CS(=O)(=O)OC(C(C(=O)OC)(C)C)CCCCC1=CC=CC=C1 (Methyl 3-methanesulfonyloxy-2,2-dimethyl-7-phenylheptanoate), COC1=CC=C(C=C1)S (4-methoxybenzenethiol), C([O-])([O-])=O.[K+].[K+] (potassium carbonate). Run in CO (MeOH). Conditions: temperature 60 celsius. The product is COC1=CC=C(C=C1)SC(C(C(=O)OC)(C)C)CCCCC1=CC=CC=C1 (methyl 3-(4-methoxyphenylsulfanyl)-2,2-dimethyl-7-phenylheptanoate). Yield: 23.6%. Reaction SMILES: CS(O[CH:6]([CH2:14][CH2:15][CH2:16][CH2:17][C:18]1[CH:23]=[CH:22][CH:21]=[CH:20][CH:19]=1)[C:7]([CH3:13])([CH3:12])[C:8]([O:10][CH3:11])=[O:9])(=O)=O.[CH3:24][O:25][C:26]1[CH:31]=[CH:30][C:29]([SH:32])=[CH:28][CH:27]=1.C(=O)([O-])[O-].[K+].[K+]>CO>[CH3:24][O:25][C:26]1[CH:31]=[CH:30][C:29]([S:32][CH:6]([CH2:14][CH2:15][CH2:16][CH2:17][C:18]2[CH:19]=[CH:20][CH:21]=[CH:22][CH:23]=2)[C:7]([CH3:12])([CH3:13])[C:8]([O:10][CH3:11])=[O:9])=[CH:28][CH:27]=1 |f:2.3.4|. Procedure: Methyl 3-methanesulfonyloxy-2,2-dimethyl-7-phenylheptanoate (7.7 g, 23 mmol) and 4-methoxybenzenethiol (5.5 mL, 45 mmol) are dissolved in MeOH (40 mL) and potassium carbonate (4.8 g, 35 mmol) is added and the reaction is heated at 60° C. for 24 hours. The solvent is removed in vacuo and CH2Cl2 (100 mL) added and then washed with NaHCO3 (60 mL), 1 N HCl (60 mL) and brine (100 mL). The solvent is removed in vacuo and the residue purified by column chromatography (silica, 40% petroleum ether in CH2... Starting materials: C(#N)C1=CC=C(C(=O)\N=C/2\N(C3=C(C=NC(=C3)OCCN3CCCCC3)N2)[C@H]2CC[C@H](CC2)C(=O)N2[C@@H](CN(CC2)C(=O)OC(C)(C)C)C)C=C1 ((R)-tert-butyl 4-(cis-4-((E)-2-(4-cyanobenzoylimino)-6-(2-(piperidin-1-yl)ethoxy)-2,3-dihydro-1H-imidazo[4,5-c]pyridin-1-yl)cyclohexanecarbonyl)-3-methylpiperazine-1-carboxylate), Cl (HCl). Reaction conditions: time 16 hour. The product is C(#N)C1=CC=C(C(=O)/N=C\2/N(C3=C(C=NC(=C3)OCCN3CCCCC3)N2)[C@@H]2CC[C@@H](CC2)C(=O)N2[C@@H](CNCC2)C)C=C1 ((E)-4-cyano-N-(1-(cis-4-((R)-2-methylpiperazine-1-carbonyl)cyclohexyl)-6-(2-(piperidin-1-yl)ethoxy)-1H-imidazo[4,5-c]pyridin-2(3H)-ylidene)benzamide). Yield: 16.7%. Reaction SMILES: [C:1]([C:3]1[CH:51]=[CH:50][C:6]([C:7](/[N:9]=[C:10]2/[N:11]([C@@H:28]3[CH2:33][CH2:32][C@H:31]([C:34]([N:36]4[CH2:41][CH2:40][N:39](C(OC(C)(C)C)=O)[CH2:38][C@H:37]4[CH3:49])=[O:35])[CH2:30][CH2:29]3)[C:12]3[CH:17]=[C:16]([O:18][CH2:19][CH2:20][N:21]4[CH2:26][CH2:25][CH2:24][CH2:23][CH2:22]4)[N:15]=[CH:14][C:13]=3[NH:27]/2)=[O:8])=[CH:5][CH:4]=1)#[N:2].Cl>>[C:1]([C:3]1[CH:4]=[CH:5][C:6]([C:7](/[N:9]=[C:10]2/[N:11]([C@H:28]3[CH2:29][CH2:30][C@@H:31]([C:34]([N:36]4[CH2:41][CH2:40][NH:39][CH2:38][C@H:37]4[CH3:49])=[O:35])[CH2:32][CH2:33]3)[C:12]3[CH:17]=[C:16]([O:18][CH2:19][CH2:20][N:21]4[CH2:22][CH2:23][CH2:24][CH2:25][CH2:26]4)[N:15]=[CH:14][C:13]=3[NH:27]/2)=[O:8])=[CH:50][CH:51]=1)#[N:2]. Procedure: A suspension of (R)-tert-butyl 4-(cis-4-((E)-2-(4-cyanobenzoylimino)-6-(2-(piperidin-1-yl)ethoxy)-2,3-dihydro-1H-imidazo[4,5-c]pyridin-1-yl)cyclohexanecarbonyl)-3-methylpiperazine-1-carboxylate (0.07 g, 0.100 mmol) in HCl (4M in dioxanes) (1.252 mL, 5.01 mmol) was stirred at RT for 16 hours. The mixture was concentrated under reduced pressure, and the residue was suspended in DCM (20 mL) and washed with aqueous NaHCO3 solution (10 mL). The organic layer was collected, dried over sodium sulfate a... Run at time 18 hour. Reactants: C(C)C=1N(C2=C(C=NC=3C=C(C=CC23)CCN2C(C3=CC=CC=C3C2=O)=O)N1)CC(C)(C)O (2-{2-[2-ethyl-1-(2-hydroxy-2-methylpropyl)-1H-imidazo[4,5-c]quinolin-7-yl]ethyl}-1H-isoindole-1,3(2H)-dione), C1(=CC=C(C=C1)S(=O)(=O)Cl)C (p-Toluenesulfonyl chloride), ClC=1C=C(C(=O)OO)C=CC1 (3-chloroperoxybenzoic acid), [OH-].[NH4+] (ammonium hydroxide). Procedure details: 2-{2-[2-ethyl-1-(2-hydroxy-2-methylpropyl)-1H-imidazo[4,5-c]quinolin-7-yl]ethyl}-1H-isoindole-1,3(2H)-dione (1.90 g, 4.29 mmol) in dichloromethane (75 mL) was combined with 3-chloroperoxybenzoic acid (60% pure, 1.24 g, 4.72 mmol) and the reaction was stirred for 18 hours. Concentrated ammonium hydroxide (40 mL) was added and the mixture was vigorously stirred for an additional 10 minutes. p-Toluenesulfonyl chloride (900 mg, 4.72 mmol) was added and the mixture was stirred for an additional 1 hou... Product: NC1=NC=2C=C(C=CC2C2=C1N=C(N2CC(C)(C)O)CC)CCN2C(C1=CC=CC=C1C2=O)=O (2-{2-[4-amino-2-ethyl-1-(2-hydroxy-2-methylpropyl)-1H-imidazo[4,5-c]quinolin-7-yl]ethyl}-1H-isoindole-1,3(2H)-dione). Reaction SMILES: [CH2:1]([C:3]1[N:4]([CH2:29][C:30]([OH:33])([CH3:32])[CH3:31])[C:5]2[C:14]3[CH:13]=[CH:12][C:11]([CH2:15][CH2:16][N:17]4[C:25](=[O:26])[C:24]5[C:19](=[CH:20][CH:21]=[CH:22][CH:23]=5)[C:18]4=[O:27])=[CH:10][C:9]=3[N:8]=[CH:7][C:6]=2[N:28]=1)[CH3:2].ClC1C=C(C=CC=1)C(OO)=O.[OH-].[NH4+:46].C1(C)C=CC(S(Cl)(=O)=O)=CC=1>ClCCl>[NH2:46][C:7]1[C:6]2[N:28]=[C:3]([CH2:1][CH3:2])[N:4]([CH2:29][C:30]([OH:33])([CH3:32])[CH3:31])[C:5]=2[C:14]2[CH:13]=[CH:12][C:11]([CH2:15][CH2:16][N:17]3[C:25](=[O:26])[C:24]4[C:19](=[CH:20][CH:21]=[CH:22][CH:23]=4)[C:18]3=[O:27])=[CH:10][C:9]=2[N:8]=1 |f:2.3|. The solvent is ClCCl (dichloromethane). The reactants are FC=1C=CC2=C(NC(=N2)NC2=NC=C(C=C2)OC2=NC=CC=C2C2=NC(=NC=C2)S(=O)C)C1F (6,7-difluoro-N-(5-(3-(2-(methylsulfinyl)pyrimidin-4-yl)pyridin-2-yloxy)pyridin-2-yl)-1H-benzo[d]imidazol-2-amine), FC=1C=CC2=C(NC(=N2)NC2=NC=C(C=C2)OC2=NC=CC=C2C2=NC(=NC=C2)S(=O)(=O)C)C1F (6,7-difluoro-N-(5-(3-(2-(methylsulfonyl)pyrimidin-4-yl)pyridin-2-yloxy)pyridin-2-yl)-1H-benzo[d]imidazol-2-amine), solution, C1CCOC1 (THF). Solvent: CN (methylamine), CO (methanol). Reaction conditions: temperature 70 celsius, time 4 hour. Yields the product FC=1C=CC2=C(NC(=N2)NC2=NC=C(C=C2)OC2=NC=CC=C2C2=NC(=NC=C2)NC)C1F (6,7-difluoro-N-(5-(3-(2-(methylamino)pyrimidin-4-yl)pyridin-2-yloxy)pyridin-2-yl)-1H-benzo[d]imidazol-2-amine). Reaction SMILES: [F:1][C:2]1[CH:3]=[CH:4][C:5]2[N:9]=[C:8]([NH:10][C:11]3[CH:16]=[CH:15][C:14]([O:17][C:18]4[C:23]([C:24]5[CH:29]=[CH:28][N:27]=[C:26](S(C)=O)[N:25]=5)=[CH:22][CH:21]=[CH:20][N:19]=4)=[CH:13][N:12]=3)[NH:7][C:6]=2[C:33]=1[F:34].FC1C=CC2N=C(NC3C=CC(OC4C(C5C=CN=C(S(C)(=O)=O)N=5)=CC=CN=4)=CN=3)[NH:41][C:40]=2C=1F.C1COCC1>CN.CO>[F:1][C:2]1[CH:3]=[CH:4][C:5]2[N:9]=[C:8]([NH:10][C:11]3[CH:16]=[CH:15][C:14]([O:17][C:18]4[C:23]([C:24]5[CH:29]=[CH:28][N:27]=[C:26]([NH:41][CH3:40])[N:25]=5)=[CH:22][CH:21]=[CH:20][N:19]=4)=[CH:13][N:12]=3)[NH:7][C:6]=2[C:33]=1[F:34]. Procedure: The mixture of 6,7-difluoro-N-(5-(3-(2-(methylsulfinyl)pyrimidin-4-yl)pyridin-2-yloxy)pyridin-2-yl)-1H-benzo[d]imidazol-2-amine and 6,7-difluoro-N-(5-(3-(2-(methylsulfonyl)pyrimidin-4-yl)pyridin-2-yloxy)pyridin-2-yl)-1H-benzo[d]imidazol-2-amine (0.140 g, 0.28 mmol) in methylamine, 2.0 M solution in THF (2.1 ml, 4.2 mmol) was heated in a sealed tube to 70° C. After 4 h, the reaction was partitioned between EtOAc and 1 N NaOH, and the aqueous suspension was extracted 1×EtOAc, 3× dichloromethane, a...